This data is from the Open Reaction Database (ORD), a public repository of structured organic reaction records. The task is: describe an organic reaction: reactants, conditions, products, and yield The reactants are ClC1=NC2=CC=C(C=C2C=C1C=O)OCC (2-chloro-6-ethoxyquinoline-3-carbaldehyde), C(C)N (ethylamine). Reaction conditions: temperature 140 celsius, time 10 hour. Yields the product C(C)OC=1C=C2C=C(C(=NC2=CC1)NCC)C=O (6-Ethoxy-2-(ethylamino)quinoline-3-carbaldehyde). Yield: 101.7%. Reaction SMILES: Cl[C:2]1[C:11]([CH:12]=[O:13])=[CH:10][C:9]2[C:4](=[CH:5][CH:6]=[C:7]([O:14][CH2:15][CH3:16])[CH:8]=2)[N:3]=1.[CH2:17]([NH2:19])[CH3:18]>>[CH2:15]([O:14][C:7]1[CH:8]=[C:9]2[C:4](=[CH:5][CH:6]=1)[N:3]=[C:2]([NH:19][CH2:17][CH3:18])[C:11]([CH:12]=[O:13])=[CH:10]2)[CH3:16]. Procedure details: To a stirred solution of 2-chloro-6-ethoxyquinoline-3-carbaldehyde (298 mg, 1.26 mmol) in a 20 mL microwave vial equipped with a magnetic stirrer was added ethylamine (2.0 N in THF, 13.0 mL, 26.0 mmol) and the reaction mixture was stirred for 10 h at 140° C. under microwave irradiation then for 13 h at 130° C. still under microwave irradiation. After cooling to RT, the reaction mixture was concentrated to dryness at 40° C. under vacuum and the resulting yellow oil was taken up in a mixture of TH... Procedure: N-tert-Butyl-3-{1-[4-(5-chloro-thiophen-2-yl)-6-trifluoromethyl-pyrimidin-2-yl]-1H-imidazol-4-yl}-benzenesulfonamide was prepared from 4-(5-chloro-thiophen-2-yl)-2-(4-iodo-imidazol-1-yl)-6-trifluoromethyl-pyrimidine (example B.1) (0.46 g, 1.0 mmol) and commercially available 3-(tert.-butylsulfamoyl)-phenylboronic acid (0.28 g, 1.1 mmol) according to the general procedure III. Obtained as a light yellow solid (0.3 g) which was subsequently deprotected. Yields the product C(C)(C)(C)NS(=O)(=O)C1=CC(=CC=C1)C=1N=CN(C1)C1=NC(=CC(=N1)C=1SC(=CC1)Cl)C(F)(F)F (N-tert-Butyl-3-{1-[4-(5-chloro-thiophen-2-yl)-6-trifluoromethyl-pyrimidin-2-yl]-1H-imidazol-4-yl}-benzenesulfonamide), solid. Starting materials: ClC1=CC=C(S1)C1=NC(=NC(=C1)C(F)(F)F)N1C=NC(=C1)I (4-(5-chloro-thiophen-2-yl)-2-(4-iodo-imidazol-1-yl)-6-trifluoromethyl-pyrimidine), C(C)(C)(C)NS(=O)(=O)C=1C=C(C=CC1)B(O)O (3-(tert.-butylsulfamoyl)-phenylboronic acid). Reaction SMILES: [Cl:1][C:2]1[S:6][C:5]([C:7]2[CH:12]=[C:11]([C:13]([F:16])([F:15])[F:14])[N:10]=[C:9]([N:17]3[CH:21]=[C:20](I)[N:19]=[CH:18]3)[N:8]=2)=[CH:4][CH:3]=1.[C:23]([NH:27][S:28]([C:31]1[CH:32]=[C:33](B(O)O)[CH:34]=[CH:35][CH:36]=1)(=[O:30])=[O:29])([CH3:26])([CH3:25])[CH3:24]>>[C:23]([NH:27][S:28]([C:31]1[CH:32]=[CH:33][CH:34]=[C:35]([C:20]2[N:19]=[CH:18][N:17]([C:9]3[N:8]=[C:7]([C:5]4[S:6][C:2]([Cl:1])=[CH:3][CH:4]=4)[CH:12]=[C:11]([C:13]([F:16])([F:15])[F:14])[N:10]=3)[CH:21]=2)[CH:36]=1)(=[O:30])=[O:29])([CH3:26])([CH3:24])[CH3:25]. Starting materials: Br, CC#N, OCc1ccccc1OCCCCCc1ccccc1, c1ccc([PH+](c2ccccc2)c2ccccc2)cc1. Product: [Br-], c1ccc(CCCCCOc2ccccc2C[P+](c2ccccc2)(c2ccccc2)c2ccccc2)cc1. As a reaction SMILES: [BrH:21].[CH3:41][C:42]#[N:43].[c:1]1([CH2:7][CH2:8][CH2:9][CH2:10][CH2:11][O:12][c:13]2[c:14]([CH2:19][OH:20])[cH:15][cH:16][cH:17][cH:18]2)[cH:2][cH:3][cH:4][cH:5][cH:6]1.[c:22]1([PH+:28]([c:29]2[cH:30][cH:31][cH:32][cH:33][cH:34]2)[c:35]2[cH:36][cH:37][cH:38][cH:39][cH:40]2)[cH:23][cH:24][cH:25][cH:26][cH:27]1>>[Br-:21].[c:1]1([CH2:7][CH2:8][CH2:9][CH2:10][CH2:11][O:12][c:13]2[c:14]([CH2:19][P+:28]([c:22]3[cH:23][cH:24][cH:25][cH:26][cH:27]3)([c:29]3[cH:30][cH:31][cH:32][cH:33][cH:34]3)[c:35]3[cH:36][cH:37][cH:38][cH:39][cH:40]3)[cH:15][cH:16][cH:17][cH:18]2)[cH:2][cH:3][cH:4][cH:5][cH:6]1. Starting materials: CC(C)c1ccc(S(=O)(=O)Nc2ccc(C3CCN(Cc4ccccc4)C3)nc2)cc1, CO. The product is CC(C)c1ccc(S(=O)(=O)Nc2ccc(C3CCNC3)nc2)cc1. As a reaction SMILES: [CH2:1]([c:2]1[cH:3][cH:4][cH:5][cH:6][cH:7]1)[N:8]1[CH2:9][CH:10]([c:13]2[cH:14][cH:15][c:16]([NH:19][S:20](=[O:21])(=[O:22])[c:23]3[cH:24][cH:25][c:26]([CH:29]([CH3:30])[CH3:31])[cH:27][cH:28]3)[cH:17][n:18]2)[CH2:11][CH2:12]1.[CH3:32][OH:33]>>[NH:8]1[CH2:9][CH:10]([c:13]2[cH:14][cH:15][c:16]([NH:19][S:20](=[O:21])(=[O:22])[c:23]3[cH:24][cH:25][c:26]([CH:29]([CH3:30])[CH3:31])[cH:27][cH:28]3)[cH:17][n:18]2)[CH2:11][CH2:12]1. Reactants: O=C1Cc2cc(Br)ccc2N1, C1CCNCC1, CCO, Cc1cc(C(=O)NCCN2CCCC2)c(C=O)[nH]1. Yields the product Cc1cc(C(=O)NCCN2CCCC2)c(C=C2C(=O)Nc3ccc(Br)cc32)[nH]1. Reaction SMILES: [Br:1][c:2]1[cH:3][c:4]2[c:8]([cH:9][cH:10]1)[NH:7][C:6](=[O:11])[CH2:5]2.[CH2:30]1[CH2:31][CH2:32][NH:33][CH2:34][CH2:35]1.[CH3:36][CH2:37][OH:38].[N:12]1([CH2:17][CH2:18][NH:19][C:20](=[O:21])[c:22]2[c:23]([CH:28]=[O:29])[nH:24][c:25]([CH3:27])[cH:26]2)[CH2:13][CH2:14][CH2:15][CH2:16]1>>[Br:1][c:2]1[cH:3][c:4]2[c:8]([cH:9][cH:10]1)[NH:7][C:6](=[O:11])[C:5]2=[CH:28][c:23]1[c:22]([C:20]([NH:19][CH2:18][CH2:17][N:12]2[CH2:13][CH2:14][CH2:15][CH2:16]2)=[O:21])[cH:26][c:25]([CH3:27])[nH:24]1. Starting materials: C1CCOC1, CN1CCCN(C)C1=O, CC(C)[N-]C(C)C, Cc1c(N2C(=O)C3C(O)CCN3C2=O)ccc(C#N)c1Cl, CI, [Li+]. Yields the product Cc1c(N2C(=O)N3CCC(O)C3(C)C2=O)ccc(C#N)c1Cl. As a reaction SMILES: [CH2:41]1[O:42][CH2:43][CH2:44][CH2:45]1.[CH3:22][N:23]1[CH2:24][CH2:25][CH2:26][N:27]([CH3:28])[C:29]1=[O:30].[CH3:32][CH:33]([N-:34][CH:35]([CH3:36])[CH3:37])[CH3:38].[Cl:1][c:2]1[c:3]([C:4]#[N:5])[cH:6][cH:7][c:8]([N:11]2[C:12](=[O:21])[N:13]3[CH:14]([C:15]2=[O:16])[CH:17]([OH:20])[CH2:18][CH2:19]3)[c:9]1[CH3:10].[I:39][CH3:40].[Li+:31]>>[Cl:1][c:2]1[c:3]([C:4]#[N:5])[cH:6][cH:7][c:8]([N:11]2[C:12](=[O:21])[N:13]3[C:14]([CH3:22])([C:15]2=[O:16])[CH:17]([OH:20])[CH2:18][CH2:19]3)[c:9]1[CH3:10]. Reactants: C(CCCCCCCCCCCC)O (tridecanol), IC(C(=O)[O-])C.[Na+] (sodium 2-iodopropionate). Product: CC(C(=O)O)OCCCCCCCCCCCCC (2-methyl-3-oxahexadecanoic acid). RXN SMILES: [CH2:1]([OH:14])[CH2:2][CH2:3][CH2:4][CH2:5][CH2:6][CH2:7][CH2:8][CH2:9][CH2:10][CH2:11][CH2:12][CH3:13].I[CH:16]([CH3:20])[C:17]([O-:19])=[O:18].[Na+]>>[CH3:20][CH:16]([O:14][CH2:1][CH2:2][CH2:3][CH2:4][CH2:5][CH2:6][CH2:7][CH2:8][CH2:9][CH2:10][CH2:11][CH2:12][CH3:13])[C:17]([OH:19])=[O:18] |f:1.2|. Procedure details: Similarly, 2-methyl-3-oxahexadecanoic acid is prepared from tridecanol and sodium 2-iodopropionate using the procedure of Example 1. Reported procedure: (S)-2-(1-((5-Bromo-7-((2-(trimethylsilyl)ethoxy)methyl)-7H-pyrrolo[2,3-d]pyrimidin-4-yl)amino)ethyl)-5-methyl-3-phenylpyrrolo[2,1-f][1,2,4]triazin-4(3H)-one (70 mg, 0.12 mmol) was treated with N-(3-hydroxy-5-(4,4,5,5-tetramethyl-1,3,2-dioxaborolan-2-yl)phenyl)-4-methoxybenzenesulfonamide (229 mg, 0.57 mmol), sodium carbonate (60 mg, 0.57 mmols), 1,1′-bis(diphenylphosphino)ferrocene-palladium(II)dichloride dichloromethane complex (17 mg, 0.02 mmol) and 1.12 ml 1,2-dimethoxyethane and 0.28 ml wate... RXN SMILES: Br[C:2]1[C:10]2[C:9]([NH:11][C@H:12]([C:14]3[N:19]([C:20]4[CH:25]=[CH:24][CH:23]=[CH:22][CH:21]=4)[C:18](=[O:26])[C:17]4=[C:27]([CH3:30])[CH:28]=[CH:29][N:16]4[N:15]=3)[CH3:13])=[N:8][CH:7]=[N:6][C:5]=2[N:4](COCC[Si](C)(C)C)[CH:3]=1.[OH:39][C:40]1[CH:41]=[C:42]([NH:55][S:56]([C:59]2[CH:64]=[CH:63][C:62]([O:65][CH3:66])=[CH:61][CH:60]=2)(=[O:58])=[O:57])[CH:43]=[C:44](B2OC(C)(C)C(C)(C)O2)[CH:45]=1.C(=O)([O-])[O-].[Na+].[Na+]>COCCOC.O>[OH:39][C:40]1[CH:41]=[C:42]([NH:55][S:56]([C:59]2[CH:64]=[CH:63][C:62]([O:65][CH3:66])=[CH:61][CH:60]=2)(=[O:58])=[O:57])[CH:43]=[C:44]([C:2]2[C:10]3[C:9]([NH:11][C@H:12]([C:14]4[N:19]([C:20]5[CH:25]=[CH:24][CH:23]=[CH:22][CH:21]=5)[C:18](=[O:26])[C:17]5=[C:27]([CH3:30])[CH:28]=[CH:29][N:16]5[N:15]=4)[CH3:13])=[N:8][CH:7]=[N:6][C:5]=3[NH:4][CH:3]=2)[CH:45]=1 |f:2.3.4|. Yield: 33.0%. Product: OC=1C=C(C=C(C1)C1=CNC=2N=CN=C(C21)N[C@@H](C)C2=NN1C(C(N2C2=CC=CC=C2)=O)=C(C=C1)C)NS(=O)(=O)C1=CC=C(C=C1)OC ((S)—N-(3-Hydroxy-5-(4-((1-(5-methyl-4-oxo-3-phenyl-3,4-dihydropyrrolo[2,1-f][1,2,4]triazin-2-yl)ethyl)amino)-7H-pyrrolo[2,3-d]pyrimidin-5-yl)phenyl)-4-methoxybenzenesulfonamide). The reactants are BrC1=CN(C=2N=CN=C(C21)N[C@@H](C)C2=NN1C(C(N2C2=CC=CC=C2)=O)=C(C=C1)C)COCC[Si](C)(C)C ((S)-2-(1-((5-Bromo-7-((2-(trimethylsilyl)ethoxy)methyl)-7H-pyrrolo[2,3-d]pyrimidin-4-yl)amino)ethyl)-5-methyl-3-phenylpyrrolo[2,1-f][1,2,4]triazin-4(3H)-one), OC=1C=C(C=C(C1)B1OC(C(O1)(C)C)(C)C)NS(=O)(=O)C1=CC=C(C=C1)OC (N-(3-hydroxy-5-(4,4,5,5-tetramethyl-1,3,2-dioxaborolan-2-yl)phenyl)-4-methoxybenzenesulfonamide), C([O-])([O-])=O.[Na+].[Na+] (sodium carbonate). Run in COCCOC (1,2-dimethoxyethane), O (water).